From a dataset of the Open Reaction Database (ORD), a public repository of structured organic reaction records. describe an organic reaction: reactants, conditions, products, and yield Starting materials: CSC1=CC=C(C=C1)C=1N=C(SC1)NC(C)=O (N-{4-[4-(Methylthio)phenyl]-1,3-thiazol-2-yl}acetamide), ClC=1C=C(C(=O)OO)C=CC1 (3-chloroperoxybenzoic acid). Solvent: C(Cl)Cl (CH2Cl2). Reaction conditions: time 15 minute. Product: CS(=O)C1=CC=C(C=C1)C=1N=C(SC1)NC(C)=O (N-{4-[4-(methylsulfinyl)phenyl]-1,3-thiazol-2-yl}acetamide). Isolated yield 132.0%. Reaction SMILES: [CH3:1][S:2][C:3]1[CH:8]=[CH:7][C:6]([C:9]2[N:10]=[C:11]([NH:14][C:15](=[O:17])[CH3:16])[S:12][CH:13]=2)=[CH:5][CH:4]=1.ClC1C=C(C=CC=1)C(OO)=[O:23]>C(Cl)Cl>[CH3:1][S:2]([C:3]1[CH:4]=[CH:5][C:6]([C:9]2[N:10]=[C:11]([NH:14][C:15](=[O:17])[CH3:16])[S:12][CH:13]=2)=[CH:7][CH:8]=1)=[O:23]. Reported procedure: N-{4-[4-(Methylthio)phenyl]-1,3-thiazol-2-yl}acetamide (2 g) was suspended in CH2Cl2 (20 ml), and then 3-chloroperoxybenzoic acid (1.44 g) was added portionwise to the suspension at 0° C. The reaction mixture was stirred at r.t. for 15 minutes. The precipitate was filtered in vacuo, and the solid was washed with 1N—Na2CO3, water and EtOH to give N-{4-[4-(methylsulfinyl)phenyl]-1,3-thiazol-2-yl}acetamide (2.80 g) as a colorless solid.